This data is from the Open Reaction Database (ORD), a public repository of structured organic reaction records. The task is: describe an organic reaction: reactants, conditions, products, and yield The reactants are O=C(c1ccccc1)c1ccc2[nH]c(=O)c(C(F)(F)F)nc2c1, O, BrP(Br)Br. Yields the product O=C(c1ccccc1)c1ccc2nc(Br)c(C(F)(F)F)nc2c1. RXN SMILES: [C:1]([c:2]1[cH:3][cH:4][cH:5][cH:6][cH:7]1)(=[O:8])[c:9]1[cH:10][c:11]2[n:12][c:13]([C:20]([F:21])([F:22])[F:23])[c:14](=[O:19])[nH:15][c:16]2[cH:17][cH:18]1.[OH2:28].[P:24]([Br:25])([Br:26])[Br:27]>>[C:1]([c:2]1[cH:3][cH:4][cH:5][cH:6][cH:7]1)(=[O:8])[c:9]1[cH:10][c:11]2[n:12][c:13]([C:20]([F:21])([F:22])[F:23])[c:14]([Br:25])[n:15][c:16]2[cH:17][cH:18]1. Starting materials: C1=CC(=CC=C1N)N (p-Phenylenediamine), C(C1=CC=CC=C1)N=C=S (benzylisothiocyanate). The solvent is C(C)(=O)OCC (ethyl acetate). Reaction conditions: temperature 80 celsius, time 30 minute. Product: C(C1=CC=CC=C1)NC(=S)NC1=CC=C(C=C1)NC(NCC1=CC=CC=C1)=S (1,4-di(benzylthiocarbamoylamino)benzene). The yield is 61.6%. As a reaction SMILES: [CH:1]1[C:6]([NH2:7])=[CH:5][CH:4]=[C:3]([NH2:8])[CH:2]=1.[CH2:9]([N:16]=[C:17]=[S:18])[C:10]1[CH:15]=[CH:14][CH:13]=[CH:12][CH:11]=1>C(OCC)(=O)C>[CH2:9]([NH:16][C:17]([NH:7][C:6]1[CH:5]=[CH:4][C:3]([NH:8][C:17](=[S:18])[NH:16][CH2:9][C:10]2[CH:15]=[CH:14][CH:13]=[CH:12][CH:11]=2)=[CH:2][CH:1]=1)=[S:18])[C:10]1[CH:15]=[CH:14][CH:13]=[CH:12][CH:11]=1. Procedure details: p-Phenylenediamine (2.707 g, 25 mM) was dissolved in 20 ml of ethyl acetate, and 2 equivalents of benzylisothiocyanate (7.461 g, 50 mM) were added. The mixture was stirred at 80° C. for 30 minutes. After cooling, the reaction mixture was filtered, and washed with ethylacetate/n-hexane to obtain 6.26 g (61.6% yield) of a colorless crystal of compound A-25.